Dataset: the Open Reaction Database (ORD), a public repository of structured organic reaction records. Task: describe an organic reaction: reactants, conditions, products, and yield The product is C1(CCCCC1)C1=C(C=CC=C1)N=C=O (1-Cyclohexyl-2-isocyanatobenzene). As a reaction SMILES: [CH:1]1([C:7]2[CH:15]=[CH:14][CH:13]=[CH:12][C:8]=2C(O)=O)[CH2:6][CH2:5][CH2:4][CH2:3][CH2:2]1.CC[N:18]([CH:22](C)C)C(C)C.C1(P(N=[N+]=[N-])(C2C=CC=CC=2)=[O:32])C=CC=CC=1>C1(C)C=CC=CC=1>[CH:1]1([C:7]2[CH:15]=[CH:14][CH:13]=[CH:12][C:8]=2[N:18]=[C:22]=[O:32])[CH2:2][CH2:3][CH2:4][CH2:5][CH2:6]1. Run in C1(=CC=CC=C1)C (toluene). Reactants: C1(CCCCC1)C1=C(C(=O)O)C=CC=C1 (2-cyclohexylbenzoic acid), CCN(C(C)C)C(C)C (DIPEA), C1(=CC=CC=C1)P(=O)(C1=CC=CC=C1)N=[N+]=[N-] (diphenylphosphoryl azide). Reaction conditions: time 4 hour. Reported procedure: To a stirred solution of 2-cyclohexylbenzoic acid (2 g, 9.8 mmol) and DIPEA (3.45 μL, 14.7 mmol) in toluene (25 mL) under nitrogen was added diphenylphosphoryl azide (2.1 mL, 9.8 mmol). The reaction mixture was stirred for 4 h at room temperature and then heated at 90° C. for 3 h. Upon cooling, the organic layer was washed with saturated ammonium chloride solution (2×10 mL) and brine (1×10 mL), dried (MgSO4), filtered and the solvent removed under reduced pressure to give the title compound as a... The reactants are CC1=CC=C(C=C1)S(=O)(=O)OCC1OC2=C(C1)C=CC=C2C2=C(C=CC=C2F)F ((±)-[7-(2,6-difluorophenyl)-2,3-dihydro-1-benzofuran-2-yl]methyl 4-methylbenzenesulfonate), [N-]=[N+]=[N-].[Na+] (sodium azide), Intermediate 98. The product is FC1=C(C(=CC=C1)F)C1=CC=CC=2CC(OC21)CN=[N+]=[N-] ((±)-[7-(2,6-difluorophenyl)-2,3-dihydro-1-benzofuran-2-yl]methyl azide). Reaction SMILES: CC1C=CC(S(O[CH2:12][CH:13]2[CH2:17][C:16]3[CH:18]=[CH:19][CH:20]=[C:21]([C:22]4[C:27]([F:28])=[CH:26][CH:25]=[CH:24][C:23]=4[F:29])[C:15]=3[O:14]2)(=O)=O)=CC=1.[N-:30]=[N+:31]=[N-:32].[Na+]>>[F:29][C:23]1[CH:24]=[CH:25][CH:26]=[C:27]([F:28])[C:22]=1[C:21]1[C:15]2[O:14][CH:13]([CH2:12][N:30]=[N+:31]=[N-:32])[CH2:17][C:16]=2[CH:18]=[CH:19][CH:20]=1 |f:1.2|. Reported procedure: Treatment of (±)-[7-(2,6-difluorophenyl)-2,3-dihydro-1-benzofuran-2-yl]methanol (3.5 g, 13.35 mmol) with p-toluenesulfonyl chloride (3.05 g, 16.01 mol) generally according to the procedure described for Intermediate 10 gave 3.5 g (64%) of (±)-[7-(2,6-difluorophenyl)-2,3-dihydro-1-benzofuran-2-yl]methyl 4-methylbenzenesulfonate. Treatment of (±)-[7-(2,6-difluorophenyl)-2,3-dihydro-1-benzofuran-2-yl]methyl 4-methylbenzenesulfonate (3.0 g, 7.20 mmol) with sodium azide (1.87 g, 28.8 mmol) generally ...